describe an organic reaction: reactants, conditions, products, and yield From a dataset of the Open Reaction Database (ORD), a public repository of structured organic reaction records. Starting materials: C(C)OC1=CC=C(CO)C=C1 (4-Ethoxybenzyl alcohol), Cl (hydrochloric acid). Product: C(C)OC1=CC=C(CCl)C=C1 (4-ethoxybenzyl chloride). As a reaction SMILES: [CH2:1]([O:3][C:4]1[CH:11]=[CH:10][C:7]([CH2:8]O)=[CH:6][CH:5]=1)[CH3:2].[ClH:12]>>[CH2:1]([O:3][C:4]1[CH:11]=[CH:10][C:7]([CH2:8][Cl:12])=[CH:6][CH:5]=1)[CH3:2]. Reported procedure: 4-Ethoxybenzyl alcohol (5 g) and concentrated hydrochloric acid (8.5 cm3) were vigorously stirred together for 30 minutes. The 2 phases were then allowed to separate, and the lower layer separated off, and diluted with chloroform. The organic solution was dried over anhydrous magnesium sulphate, and removal of the solvent by evaporation gave 4-ethoxybenzyl chloride (5.6 g). (This product is not stable on keeping, so was converted immediately to the phosphonium salt--see Example 12). Starting materials: C(C)NCC (diethylamine), O (water), [Cl-].[Cl-].[Cl-].[Al+3] (aluminium trichloride), C1(=O)OCC2=CC=CC=C12 (phthalide). Run in ClC(C)Cl (dichloroethane), ClC(C)Cl (dichloroethane). Reaction conditions: time 25 minute. Yields the product C(C)N(C(C1=C(C=CC=C1)CO)=O)CC (N,N-diethyl-2-hydroxymethyl-benzamide). As a reaction SMILES: [Cl-].[Cl-].[Cl-].[Al+3].[CH2:5]([NH:7][CH2:8][CH3:9])[CH3:6].[C:10]1([C:19]2[C:14](=[CH:15][CH:16]=[CH:17][CH:18]=2)[CH2:13][O:12]1)=[O:11].O>ClC(Cl)C>[CH2:5]([N:7]([CH2:8][CH3:9])[C:10](=[O:11])[C:19]1[CH:18]=[CH:17][CH:16]=[CH:15][C:14]=1[CH2:13][OH:12])[CH3:6] |f:0.1.2.3|. Procedure details: To a suspension of aluminium trichloride (12.67 g, 94.98 mmol) in dichloroethane (40 mL) is added diethylamine (13.5 g, 182.7 mmol) in dichloroethane (20 mL) while the temperature is maintained below 25° C. with an ice-bath. After another 25 min at r.t., phthalide (10.00 g, 74.5 mmol) is added in three portions and formation of a precipitate is observed. After 45 min, water and ice are added and the mixture is stirred for 30 min and filtered through celite. The aqueous phase is extracted with di...